Dataset: the Open Reaction Database (ORD), a public repository of structured organic reaction records. Task: describe an organic reaction: reactants, conditions, products, and yield Procedure details: Ethyl-4-pyridylacetate (2 g) was allowed to stand in methanol (50 ml), saturated with methylamine gas, for 3 days. The solution was evaporated under reduced pressure and the residue heated under reflux for 16 hours in toluene (20 ml) with boranedimethylsulphide complex (1.26 ml). The solution was cooled then treated with methanol (1.5 ml) for 1 hour. Hydrogen chloride gas was bubbled through the solution until the pH was less than 2. The solution was heated under reflux for 1 hour then cooled an... Reaction SMILES: C(O[C:4](=O)[CH2:5][C:6]1[CH:11]=[CH:10][N:9]=[CH:8][CH:7]=1)C.[CH3:13][NH2:14]>CO>[CH3:13][NH:14][CH2:4][CH2:5][C:6]1[CH:11]=[CH:10][N:9]=[CH:8][CH:7]=1. Run in CO (methanol). Product: CNCCC1=CC=NC=C1 (N-Methyl-N-(2-(4-pyridyl)ethyl)amine). Reactants: CN (methylamine), C(C)OC(CC1=CC=NC=C1)=O (Ethyl-4-pyridylacetate). The reactants are OC1=C(SC=C1)C(=O)OC (methyl 3-hydroxythiophene-2-carboxylate), O=P12OP3(=O)OP(=O)(O1)OP(=O)(O2)O3 (P2O5), P(Cl)(Cl)(Cl)(Cl)Cl (PCl5), P(Cl)(Cl)(Cl)(Cl)Cl (PCl5), P(Cl)(Cl)(Cl)(Cl)Cl (PCl5), Cl (HCl). Run in C(Cl)(Cl)(Cl)Cl (carbon tetrachloride), C(Cl)(Cl)(Cl)Cl (carbon tetrachloride). Product: ClC1=C(SC=C1)C(=O)O (3-CHLOROTHIOPHENE-2-CARBOXYLIC ACID). As a reaction SMILES: O=P12OP3(OP(OP(O3)(O1)=O)(=O)O2)=O.P(Cl)(Cl)(Cl)(Cl)Cl.O[C:22]1[CH:26]=[CH:25][S:24][C:23]=1[C:27]([O:29]C)=[O:28].[ClH:31]>C(Cl)(Cl)(Cl)Cl>[Cl:31][C:22]1[CH:26]=[CH:25][S:24][C:23]=1[C:27]([OH:29])=[O:28]. Reported procedure: 14.5 liters of absolute carbon tetrachloride (refluxed for 1 hour with 500 g of P2O5 and then distilled) is placed in a 25 liter apparatus equipped with stirrer, dropping funnel, drainage cock and reflux condenser with gas outlet; while stirring, 2,200 g (10.05 moles) of PCl5 is added. Upon refluxing the mixture the PCl5 goes into solution (a small amount of PCl5 settles in the drainage cock). 660 g (4.18 moles) of methyl 3-hydroxythiophene-2-carboxylate (prepared as described in German Pat. No.... The reactants are ClC=1C=C(C=CC1)S(=O)(=O)NC1=C2C(=NC(=C1)C)SC(=C2C2=CC(=CC=C2)OC)C(=O)O (4-{[(3-chlorophenyl)sulfonyl]amino}-6-methyl-3-[3-(methyloxy)phenyl]thieno[2,3-b]pyridine-2-carboxylic acid), C(C(=O)Cl)(=O)Cl (oxalyl chloride), C(=O)(O)[O-].[Na+] (NaHCO3), CN (Methylamine). Solvent: CN(C)C=O (DMF), C(Cl)Cl (DCM), C(Cl)Cl (DCM). Reaction conditions: time 10 minute. Yields the product ClC=1C=C(C=CC1)S(=O)(=O)NC1=C2C(=NC(=C1)C)SC(=C2C2=CC(=CC=C2)OC)C(=O)NC (4-{[(3-Chlorophenyl)sulfonyl]amino}-N,6-dimethyl-3-[3-(methyloxy)phenyl]thieno[2,3-b]-pyridine-2-carboxamide). The yield is 54.7%. As a reaction SMILES: [Cl:1][C:2]1[CH:3]=[C:4]([S:8]([NH:11][C:12]2[CH:17]=[C:16]([CH3:18])[N:15]=[C:14]3[S:19][C:20]([C:30]([OH:32])=O)=[C:21]([C:22]4[CH:27]=[CH:26][CH:25]=[C:24]([O:28][CH3:29])[CH:23]=4)[C:13]=23)(=[O:10])=[O:9])[CH:5]=[CH:6][CH:7]=1.C(Cl)(=O)C(Cl)=O.[CH3:39][NH2:40].C([O-])(O)=O.[Na+]>C(Cl)Cl.CN(C=O)C>[Cl:1][C:2]1[CH:3]=[C:4]([S:8]([NH:11][C:12]2[CH:17]=[C:16]([CH3:18])[N:15]=[C:14]3[S:19][C:20]([C:30]([NH:40][CH3:39])=[O:32])=[C:21]([C:22]4[CH:27]=[CH:26][CH:25]=[C:24]([O:28][CH3:29])[CH:23]=4)[C:13]=23)(=[O:9])=[O:10])[CH:5]=[CH:6][CH:7]=1 |f:3.4|. Procedure details: In an dried round bottom flask was added 4-{[(3-chlorophenyl)sulfonyl]amino}-6-methyl-3-[3-(methyloxy)phenyl]thieno[2,3-b]pyridine-2-carboxylic acid (50 mg, 0.102 mmol) (Example 35), DCM (1 mL), oxalyl chloride (0.013 mL, 0.153 mmol) and DMF (10 μL). The resulting mixture was stirred at RT for 10 min. Methylamine (2M in THF) (0.256 mL, 0.511 mmol) was then added dropwise and the mixture stirred at RT for 30 min. Aqueous NaHCO3 solution (25 mL) and DCM (25 mL) were then added and the organic laye...